Dataset: the Open Reaction Database (ORD), a public repository of structured organic reaction records. Task: describe an organic reaction: reactants, conditions, products, and yield Reactants: BrCC1=CC=C(C(=C1C(=O)OC(C)(C)C)OC(=O)OC(C)(C)C)C(F)(F)F (tert-butyl 6-(bromomethyl)-2-[(tert-butoxycarbonyl)oxy]-3-(trifluoromethyl)benzoate), OC1=CC=C(C=C1)C1=NC=C(C=N1)CC(=O)OCC=C (allyl [2-(4-hydroxyphenyl)-5-pyrimidinyl]acetate). Yields the product C(C=C)OC(=O)CC=1C=NC(=NC1)C1=CC=C(OCC2=CC=C(C(=C2C(=O)OC(C)(C)C)O)C(F)(F)F)C=C1 (tert-butyl 6-{[4-(5-{[(allyloxy)carbonyl]methyl}-2-pyrimidinyl)phenoxy]methyl}-2-hydroxy-3-(trifluoromethyl)benzoate). Yield: 28.0%. Reaction SMILES: Br[CH2:2][C:3]1[C:8]([C:9]([O:11][C:12]([CH3:15])([CH3:14])[CH3:13])=[O:10])=[C:7]([O:16]C(OC(C)(C)C)=O)[C:6]([C:24]([F:27])([F:26])[F:25])=[CH:5][CH:4]=1.[OH:28][C:29]1[CH:34]=[CH:33][C:32]([C:35]2[N:40]=[CH:39][C:38]([CH2:41][C:42]([O:44][CH2:45][CH:46]=[CH2:47])=[O:43])=[CH:37][N:36]=2)=[CH:31][CH:30]=1>>[CH2:45]([O:44][C:42]([CH2:41][C:38]1[CH:37]=[N:36][C:35]([C:32]2[CH:31]=[CH:30][C:29]([O:28][CH2:2][C:3]3[C:8]([C:9]([O:11][C:12]([CH3:13])([CH3:14])[CH3:15])=[O:10])=[C:7]([OH:16])[C:6]([C:24]([F:26])([F:25])[F:27])=[CH:5][CH:4]=3)=[CH:34][CH:33]=2)=[N:40][CH:39]=1)=[O:43])[CH:46]=[CH2:47]. Procedure: According to a method similar to Example (2-3) and Example (33-5), from tert-butyl 6-(bromomethyl)-2-[(tert-butoxycarbonyl)oxy]-3-(trifluoromethyl)benzoate (412 mg, 0.92 mmol) obtained in Example (28-5) and allyl [2-(4-hydroxyphenyl)-5-pyrimidinyl]acetate (250 mg, 0.92 mmol), tert-butyl 6-{[4-(5-{[(allyloxy)carbonyl]methyl}-2-pyrimidinyl)phenoxy]methyl}-2-hydroxy-3-(trifluoromethyl)benzoate was obtained (140 mg, two-step total yield: 28%).